From a dataset of the Open Reaction Database (ORD), a public repository of structured organic reaction records. describe an organic reaction: reactants, conditions, products, and yield The reactants are BrCC=C (3-bromoprop-1-ene), [In] (indium), O=C1C(CCC1)C(=O)OCC1=CC=CC=C1 (benzyl 2-oxocyclopentanecarboxylate). Run in CO (methanol), O (water). Run at time 16 hour. Product: C(C=C)C1(C(CCC1)C(=O)OCC1=CC=CC=C1)O (Benzyl 2-allyl-2-hydroxycyclopentanecarboxylate). Reaction SMILES: [O:1]=[C:2]1[CH2:6][CH2:5][CH2:4][CH:3]1[C:7]([O:9][CH2:10][C:11]1[CH:16]=[CH:15][CH:14]=[CH:13][CH:12]=1)=[O:8].Br[CH2:18][CH:19]=[CH2:20].[In]>CO.O>[CH2:20]([C:2]1([OH:1])[CH2:6][CH2:5][CH2:4][CH:3]1[C:7]([O:9][CH2:10][C:11]1[CH:16]=[CH:15][CH:14]=[CH:13][CH:12]=1)=[O:8])[CH:19]=[CH2:18]. Reported procedure: To a solution of benzyl 2-oxocyclopentanecarboxylate (from step A, 5 g, 22.91 mmol) in a mixture of methanol (20 ml) and water (60.00 ml) was added 3-bromoprop-1-ene (8.31 g, 68.7 mmol) and indium (1.081 ml, 68.7 mmol). The resulting mixture was stirred at room temperature for 16 hours. The reaction mixture was concentrated and to the residue was added 1N hydrogen chloride (15 mL) and stirred at room temperature for 5 min. The reaction mixture was partitioned between ethyl acetate (30 mL) and wa... Starting materials: COC1OC(COCc2ccccc2)C(O)C(OCc2ccccc2)C1OCc1ccccc1, ClCCl, O=S(=O)(OS(=O)(=O)C(F)(F)F)C(F)(F)F, c1ccncc1. Product: COC1OC(COCc2ccccc2)C(OS(=O)(=O)C(F)(F)F)C(OCc2ccccc2)C1OCc1ccccc1. As a reaction SMILES: [CH2:22]([c:23]1[cH:24][cH:25][cH:26][cH:27][cH:28]1)[O:29][CH:30]1[CH:31]([O:32][CH3:33])[O:34][CH:35]([CH2:47][O:48][CH2:49][c:50]2[cH:51][cH:52][cH:53][cH:54][cH:55]2)[CH:36]([OH:46])[CH:37]1[O:38][CH2:39][c:40]1[cH:41][cH:42][cH:43][cH:44][cH:45]1.[CH2:56]([Cl:57])[Cl:58].[F:7][C:8]([S:9](=[O:10])(=[O:11])[O:12][S:13]([C:14]([F:15])([F:16])[F:17])(=[O:18])=[O:19])([F:20])[F:21].[cH:1]1[cH:2][cH:3][n:4][cH:5][cH:6]1>>[F:7][C:8]([S:9](=[O:10])(=[O:11])[O:12][CH:36]1[CH:35]([CH2:47][O:48][CH2:49][c:50]2[cH:51][cH:52][cH:53][cH:54][cH:55]2)[O:34][CH:31]([O:32][CH3:33])[CH:30]([O:29][CH2:22][c:23]2[cH:24][cH:25][cH:26][cH:27][cH:28]2)[CH:37]1[O:38][CH2:39][c:40]1[cH:41][cH:42][cH:43][cH:44][cH:45]1)([F:20])[F:21]. Reactants: BrC=1C=C2C(C(NC(C2=CC1)=O)=O)=COC (6-bromo-4-(methoxymethylene)-isoquinoline-1,3(2H,4H)-dione), CN(C=O)C (dimethylformamide), C(C)N(CCCCN)CC (N1,N1-diethylbutane-1,4-diamine). Solvent: CCOCC (ether). Conditions: time 1 hour. Product: BrC=1C=C2/C(/C(NC(C2=CC1)=O)=O)=C/NCCCCN(CC)CC ((Z)-6-Bromo-4-((4-(diethylamino)butylamino)methylene)isoquinoline-1,3(2H,4H)-dione). Yield: 26.0%. RXN SMILES: [Br:1][C:2]1[CH:3]=[C:4]2[C:9](=[CH:10][CH:11]=1)[C:8](=[O:12])[NH:7][C:6](=[O:13])[C:5]2=[CH:14]OC.CN(C)C=O.[CH2:22]([N:24]([CH2:30][CH3:31])[CH2:25][CH2:26][CH2:27][CH2:28][NH2:29])[CH3:23]>CCOCC>[Br:1][C:2]1[CH:3]=[C:4]2[C:9](=[CH:10][CH:11]=1)[C:8](=[O:12])[NH:7][C:6](=[O:13])/[C:5]/2=[CH:14]\[NH:29][CH2:28][CH2:27][CH2:26][CH2:25][N:24]([CH2:30][CH3:31])[CH2:22][CH3:23]. Reported procedure: A mixture of 6-bromo-4-(methoxymethylene)-isoquinoline-1,3(2H,4H)-dione (70.5 mg, 0.25 mmole), dimethylformamide (2 mL) and N1,N1-diethylbutane-1,4-diamine (36.1 mg, 0.25 mmole) is stirred at room temperature for one hour. The reaction mixture is diluted with ether, filtered and washed with fresh ether and dried to give a light brown solid, 26.0 mg, (26% yield) MS (ES+): 394.2, (M+H). The reactants are CNC1CN(C(=O)C2CCN(C(=O)C3(C)CC3)CC2)CC1c1ccc(Cl)c(Cl)c1, O=C(O)C1CCC(O)CC1. Product: CN(C(=O)C1CCC(O)CC1)C1CN(C(=O)C2CCN(C(=O)C3(C)CC3)CC2)CC1c1ccc(Cl)c(Cl)c1. As a reaction SMILES: [Cl:1][c:2]1[cH:3][c:4]([CH:9]2[CH2:10][N:11]([C:16](=[O:17])[CH:18]3[CH2:19][CH2:20][N:21]([C:24](=[O:25])[C:26]4([CH3:29])[CH2:27][CH2:28]4)[CH2:22][CH2:23]3)[CH2:12][CH:13]2[NH:14][CH3:15])[cH:5][cH:6][c:7]1[Cl:8].[OH:30][CH:31]1[CH2:32][CH2:33][CH:34]([C:37](=[O:38])[OH:39])[CH2:35][CH2:36]1>>[Cl:1][c:2]1[cH:3][c:4]([CH:9]2[CH2:10][N:11]([C:16](=[O:17])[CH:18]3[CH2:19][CH2:20][N:21]([C:24](=[O:25])[C:26]4([CH3:29])[CH2:27][CH2:28]4)[CH2:22][CH2:23]3)[CH2:12][CH:13]2[N:14]([CH3:15])[C:37]([CH:34]2[CH2:33][CH2:32][CH:31]([OH:30])[CH2:36][CH2:35]2)=[O:39])[cH:5][cH:6][c:7]1[Cl:8]. Reactants: CCc1coc(-c2ccc(OCCCOc3ccc4c(ccn4C(C)C(=O)OC)c3)c(OC)c2)n1, CO, [Li+], C1CCOC1, [OH-], O. Yields the product CCc1coc(-c2ccc(OCCCOc3ccc4c(ccn4C(C)C(=O)O)c3)c(OC)c2)n1. RXN SMILES: [CH3:1][O:2][C:3]([CH:4]([CH3:5])[n:6]1[cH:7][cH:8][c:9]2[cH:10][c:11]([O:15][CH2:16][CH2:17][CH2:18][O:19][c:20]3[c:21]([O:33][CH3:34])[cH:22][c:23](-[c:26]4[o:27][cH:28][c:29]([CH2:31][CH3:32])[n:30]4)[cH:24][cH:25]3)[cH:12][cH:13][c:14]12)=[O:35].[CH3:43][OH:44].[Li+:36].[O:38]1[CH2:39][CH2:40][CH2:41][CH2:42]1.[OH-:37].[OH2:45]>>[O:2]=[C:3]([CH:4]([CH3:5])[n:6]1[cH:7][cH:8][c:9]2[cH:10][c:11]([O:15][CH2:16][CH2:17][CH2:18][O:19][c:20]3[c:21]([O:33][CH3:34])[cH:22][c:23](-[c:26]4[o:27][cH:28][c:29]([CH2:31][CH3:32])[n:30]4)[cH:24][cH:25]3)[cH:12][cH:13][c:14]12)[OH:35]. Reactants: O1C=C(C=C1)C=1C(=C(C(=O)OCC)C(=CC1)CS(=O)(=O)C1=C(C=CC=C1)C)OC (ethyl 3-(furan-3-yl)-2-methoxy-6-(2-methylbenzenesulphonylmethyl)benzoate), S1C=C(C=C1)B(O)O (thiophene-3-boronic acid), C1(=CC=CC=C1)S(=O)(=O)CC1=CC=C(C(=C1C(=O)OC)OC)Br (methyl 6-(benzenesulphonylmethyl)-3-bromo-2-methoxybenzoate), C1(=CC=CC=C1)S(=O)(=O)CC1=CC=C(C(=C1C(=O)OC)OC)Br (methyl 6-(benzenesulphonylmethyl)-3-bromo-2-methoxybenzoate). The product is C1(=CC=CC=C1)S(=O)(=O)CC1=CC=C(C(=C1C(=O)OC)OC)C1=CSC=C1 (Methyl 6-(benzenesulphonylmethyl)-2-methoxy-3-(thien-3-yl)benzoate). As a reaction SMILES: O1[CH:5]=[CH:4][C:3]([C:6]2[C:7]([O:28][CH3:29])=[C:8]([C:14]([CH2:17][S:18]([C:21]3[CH:26]=[CH:25][CH:24]=[CH:23][C:22]=3C)(=[O:20])=[O:19])=[CH:15][CH:16]=2)[C:9]([O:11][CH2:12]C)=[O:10])=[CH:2]1.C1([S:36](CC2C(C(OC)=O)=C(OC)C(Br)=CC=2)(=O)=O)C=CC=CC=1.S1C=CC(B(O)O)=C1>>[C:21]1([S:18]([CH2:17][C:14]2[C:8]([C:9]([O:11][CH3:12])=[O:10])=[C:7]([O:28][CH3:29])[C:6]([C:3]3[CH:4]=[CH:5][S:36][CH:2]=3)=[CH:16][CH:15]=2)(=[O:20])=[O:19])[CH:22]=[CH:23][CH:24]=[CH:25][CH:26]=1. Procedure details: Prepared by proceeding in a similar manner to Intermediate 28, starting from methyl 6-(benzenesulphonylmethyl)-3-bromo-2-methoxybenzoate (Intermediate 65) and thiophene-3-boronic acid.